Dataset: the Open Reaction Database (ORD), a public repository of structured organic reaction records. Task: describe an organic reaction: reactants, conditions, products, and yield Product: C1(CC1)CC(=O)N(C)OC (2-Cyclopropyl-N-methoxy-N-methyl-acetamide). The yield is 88.5%. RXN SMILES: [CH:1]1([CH2:4][C:5]([OH:7])=O)[CH2:3][CH2:2]1.C(N1C=CN=C1)(N1C=CN=C1)=O.Cl.[CH3:21][NH:22][O:23][CH3:24].O>ClCCl>[CH:1]1([CH2:4][C:5]([N:22]([O:23][CH3:24])[CH3:21])=[O:7])[CH2:3][CH2:2]1 |f:2.3|. Reaction conditions: time 2 hour. Procedure: Stir cyclopropaneacetic acid (30 g, 300 mmol) in dichloromethane (1 L) and treat with 1,1′-carbonyldiimidazole (52.5 g, 324 mmol) slowly. Stir for 2 hrs at room temperature and treat with N,O-dimethylhydroxylamine hydrochloride (30 g, 308 mmol), neat, in one portion; stir overnight. Pour mixture into water and extract twice with dichloromethane. Wash organic layers with water, dilute hydrochloric acid, saturated sodium bicarbonate solution, dry with magnesium sulfate, filter, and evaporate to pr... Run in ClCCl (dichloromethane). Reactants: O (water), C1(CC1)CC(=O)O (cyclopropaneacetic acid), Cl.CNOC (N,O-dimethylhydroxylamine hydrochloride), C(=O)(N1C=NC=C1)N1C=NC=C1 (1,1′-carbonyldiimidazole). The reactants are resultant complex, BrCCCCCCCC=1C(CCC1)=O (2-(7-Bromoheptyl)-2-cyclopentenone), C(C)(C)(C)[Li] (t-butyllithium), I\C=C\CC1CCCCC1 (1-iodo-3-cyclohexyl-1-transpropene), C(C)(=O)O.O.C1CCOC1 (acetic acid water THF). The reagents and catalysts are C#CCCC.[Cu+] (copper(I)pentyne). The solvent is CCOCC (ether), CCCCC (pentane), CCOCC (ether), CCOCC (ether). Conditions: time 10 minute. Yields the product BrCCCCCCC[C@H]1C(CC[C@@H]1\C=C\CC1CCCCC1)=O (1-Bromo-16,20-methanoprost-13E-en-9-one). The yield is 104.7%. RXN SMILES: I/[CH:2]=[CH:3]/[CH2:4][CH:5]1[CH2:10][CH2:9][CH2:8][CH2:7][CH2:6]1.C([Li])(C)(C)C.[Br:16][CH2:17][CH2:18][CH2:19][CH2:20][CH2:21][CH2:22][CH2:23][C:24]1[C:25](=[O:29])[CH2:26][CH2:27][CH:28]=1.C(O)(=O)C.O.C1COCC1>CCOCC.CCCCC.C#CCCC.[Cu+]>[Br:16][CH2:17][CH2:18][CH2:19][CH2:20][CH2:21][CH2:22][CH2:23][C@@H:24]1[C@@H:28](/[CH:2]=[CH:3]/[CH2:4][CH:5]2[CH2:10][CH2:9][CH2:8][CH2:7][CH2:6]2)[CH2:27][CH2:26][C:25]1=[O:29] |f:3.4.5,8.9|. Reported procedure: A solution of 1.13 gm of 1-iodo-3-cyclohexyl-1-transpropene (4.50 mmol) in 22 ml dry ether was cooled to -78° with stirring under argon and treated with 8.60 ml of 1.07 M t-butyllithium in pentane. The reaction mixture was stirred for 2 hours at -78°, and transferred into a stirred, -78° solution of 532 mg of copper(I)pentyne in 12 ml dry ether (solubilized at 25° by addition of 1.50 ml hexamethylphosphorus triamide). The resultant complex was stirred for 0.5 hour at 1.0 gm (3.86 mmol) of the ma... The reactants are CC(C)(C)OCC(C)(CO)[N+](=O)[O-], Cc1ccccc1, [H][H]. The product is CC(N)(CO)COC(C)(C)C. Reaction SMILES: [C:1]([CH3:2])([CH3:3])([CH3:4])[O:5][CH2:6][C:7]([CH2:8][OH:9])([N+:10]([O-:11])=[O:12])[CH3:13].[CH3:16][c:17]1[cH:18][cH:19][cH:20][cH:21][cH:22]1.[H:14][H:15]>>[C:1]([CH3:2])([CH3:3])([CH3:4])[O:5][CH2:6][C:7]([CH2:8][OH:9])([NH2:10])[CH3:13].